Dataset: the Open Reaction Database (ORD), a public repository of structured organic reaction records. Task: describe an organic reaction: reactants, conditions, products, and yield The reactants are OC(CN(C(\C=C\C=1C=NC=CC1)=O)C)C1=CC(=C(C=C1)O)OC ((E)-N-[2-hydroxy-2-(3-methoxy-4-hydroxyphenyl)ethyl]-N-methyl-3-(3-pyridyl)-2-propenoic acid amide), ClC=1C(C(=C(C(C1Cl)=O)C#N)C#N)=O (2,3-dichloro-5,6-dicyano-1,4-benzoquinone). The solvent is O1CCOCC1 (dioxane). Run at time 2 hour. Yields the product CN(C(\C=C\C=1C=NC=CC1)=O)CC(=O)C1=CC(=C(C=C1)O)OC ((E)-N-methyl-N-(3-methoxy-4-hydroxyphenacyl)-3-(3-pyridyl)-2-propenoic acid amide). Isolated yield 55.5%. Reaction SMILES: [OH:1][CH:2]([C:16]1[CH:21]=[CH:20][C:19]([OH:22])=[C:18]([O:23][CH3:24])[CH:17]=1)[CH2:3][N:4]([CH3:15])[C:5](=[O:14])/[CH:6]=[CH:7]/[C:8]1[CH:9]=[N:10][CH:11]=[CH:12][CH:13]=1.ClC1C(=O)C(C#N)=C(C#N)C(=O)C=1Cl>O1CCOCC1>[CH3:15][N:4]([CH2:3][C:2]([C:16]1[CH:21]=[CH:20][C:19]([OH:22])=[C:18]([O:23][CH3:24])[CH:17]=1)=[O:1])[C:5](=[O:14])/[CH:6]=[CH:7]/[C:8]1[CH:9]=[N:10][CH:11]=[CH:12][CH:13]=1. Reported procedure: To a solution of (E)-N-[2-hydroxy-2-(3-methoxy-4-hydroxyphenyl)ethyl]-N-methyl-3-(3-pyridyl)-2-propenoic acid amide (656 mg, 2 mmol) in dioxane (12 ml), 2,3-dichloro-5,6-dicyano-1,4-benzoquinone (468 mg, 2 mmol) was added under argon and stirred at room temperature for 2 hours. After the precipitated crystal was filtered out, the solvent was distilled out under reduced pressure and the residue was purified by column chromatography (chloroform:methanol=50:1) and dried under reduced pressure to yi... The reactants are C(C=C)Br (Allyl bromide), amine, resultant mixture, N1C(=NC2=C1C=CC=C2)CN(CC2=CC=C(C=C2)CN)C2CCCC=1C=CC=NC21 (N′-(1H-benzimidazol-2-ylmethyl)-N′-(5,6,7,8-tetrahydro-8-quinolinyl)-1,4-benzenedimethanamine), C(C)(C)N(C(C)C)CC (N,N-diisopropylethylamine). The solvent is C(Cl)Cl (CH2Cl2), C(Cl)Cl (CH2Cl2), C(Cl)Cl (CH2Cl2). Yields the product C(C=C)NCC1=CC=C(CN(C2CCCC=3C=CC=NC23)CC2=NC3=C(N2)C=CC=C3)C=C1 ((4-allylaminomethyl-benzyl)-(1H-benzimidazol-2-ylmethyl)-(5,6,7,8-tetrahydro-quinolin-8-yl)-amine). Reaction SMILES: [NH:1]1[C:5]2[CH:6]=[CH:7][CH:8]=[CH:9][C:4]=2[N:3]=[C:2]1[CH2:10][N:11]([CH:21]1[C:30]2[N:29]=[CH:28][CH:27]=[CH:26][C:25]=2[CH2:24][CH2:23][CH2:22]1)[CH2:12][C:13]1[CH:18]=[CH:17][C:16]([CH2:19][NH2:20])=[CH:15][CH:14]=1.[CH:31](N(CC)C(C)C)([CH3:33])[CH3:32].C(Br)C=C>C(Cl)Cl>[CH2:33]([NH:20][CH2:19][C:16]1[CH:15]=[CH:14][C:13]([CH2:12][N:11]([CH2:10][C:2]2[NH:3][C:4]3[CH:9]=[CH:8][CH:7]=[CH:6][C:5]=3[N:1]=2)[CH:21]2[C:30]3[N:29]=[CH:28][CH:27]=[CH:26][C:25]=3[CH2:24][CH2:23][CH2:22]2)=[CH:18][CH:17]=1)[CH:31]=[CH2:32]. Procedure details: To a solution of N′-(1H-benzimidazol-2-ylmethyl)-N′-(5,6,7,8-tetrahydro-8-quinolinyl)-1,4-benzenedimethanamine (200 mg, 0.39 mmol) in CH2Cl2 (˜0.4 mL) was added N,N-diisopropylethylamine (90 μL, 0.52 mmol). Allyl bromide (35 μL, 0.40 mmol) was dissolved in CH2Cl2 (˜9.6 mL) and added to the amine mixture at a rate of 5.5 mL/hour. The resultant mixture was stirred at room temperature for 24 hours. The reaction mixture was diluted with CH2Cl2 (50 mL) and washed consecutively with H2O (5 mL), satura... Starting materials: COC(=O)c1sc(-c2ccccc2)cc1N(C(=O)C1CCC(C)CC1)C1CCN(C)CC1, Cl, C1COCCO1, O. Product: [Cl-], CC1CCC(C(=O)N(c2cc(-c3ccccc3)sc2C(=O)O)C2CC[NH+](C)CC2)CC1. As a reaction SMILES: [CH3:1][O:2][C:3](=[O:4])[c:5]1[s:6][c:7](-[c:27]2[cH:28][cH:29][cH:30][cH:31][cH:32]2)[cH:8][c:9]1[N:10]([CH:11]1[CH2:12][CH2:13][N:14]([CH3:17])[CH2:15][CH2:16]1)[C:18](=[O:19])[CH:20]1[CH2:21][CH2:22][CH:23]([CH3:26])[CH2:24][CH2:25]1.[ClH:33].[O:35]1[CH2:36][CH2:37][O:38][CH2:39][CH2:40]1.[OH2:34]>>[Cl-:33].[O:2]=[C:3]([OH:4])[c:5]1[s:6][c:7](-[c:27]2[cH:28][cH:29][cH:30][cH:31][cH:32]2)[cH:8][c:9]1[N:10]([CH:11]1[CH2:12][CH2:13][NH+:14]([CH3:17])[CH2:15][CH2:16]1)[C:18](=[O:19])[CH:20]1[CH2:21][CH2:22][CH:23]([CH3:26])[CH2:24][CH2:25]1. Reactants: [N-]=[N+]=[N-].[Na+] (sodium azide), ClC1=CC=NC2=CC(=CC=C12)CN1C(CN(CC1)S(=O)(=O)C1=CC2=C(S1)C=C(C=C2)Cl)=O (1-(4-Chloroquinolin-7-ylmethyl)-4-(6-chlorobenzo[b]thiophen-2-sulfonyl)-piperazin-2-one), O (water). Reagents/catalysts: [Cl-].C(CCC)[N+](CCCC)(CCCC)CCCC (tetrabutyl ammonium chloride). The solvent is CN(C)C=O (DMF). Conditions: temperature 65 celsius. Yields the product N(=[N+]=[N-])C1=CC=NC2=CC(=CC=C12)CN1C(CN(CC1)S(=O)(=O)C1=CC2=C(S1)C=C(C=C2)Cl)=O (1-(4-Azidoquinolin-7-ylmethyl)-4-(6-chlorobenzo[b]thiophen-2-sulfonyl)-piperazin-2-one). Isolated yield 101.0%. RXN SMILES: Cl[C:2]1[C:11]2[C:6](=[CH:7][C:8]([CH2:12][N:13]3[CH2:18][CH2:17][N:16]([S:19]([C:22]4[S:26][C:25]5[CH:27]=[C:28]([Cl:31])[CH:29]=[CH:30][C:24]=5[CH:23]=4)(=[O:21])=[O:20])[CH2:15][C:14]3=[O:32])=[CH:9][CH:10]=2)[N:5]=[CH:4][CH:3]=1.[N-:33]=[N+:34]=[N-:35].[Na+].O>CN(C=O)C.[Cl-].C([N+](CCCC)(CCCC)CCCC)CCC>[N:33]([C:2]1[C:11]2[C:6](=[CH:7][C:8]([CH2:12][N:13]3[CH2:18][CH2:17][N:16]([S:19]([C:22]4[S:26][C:25]5[CH:27]=[C:28]([Cl:31])[CH:29]=[CH:30][C:24]=5[CH:23]=4)(=[O:21])=[O:20])[CH2:15][C:14]3=[O:32])=[CH:9][CH:10]=2)[N:5]=[CH:4][CH:3]=1)=[N+:34]=[N-:35] |f:1.2,5.6|. Procedure details: 1-(4-Chloroquinolin-7-ylmethyl)-4-(6-chlorobenzo[b]thiophen-2-sulfonyl)-piperazin-2-one (0.52 g, 1.03 mmol) is dissolved in DMF (15 mL), treated with sodium azide (0.52 g, 8.0 mmol), tetrabutyl ammonium chloride (0.1 g, 0.36 mmol) and heated to 65° C. overnight. The reaction mixture is cooled, poured into water and extracted with ethyl acetate. The organic layer is washed with water, dried (sodium sulfate) and concentrated to give the title compound (0.5 g, 1.04 mmol). 1H NMR (CD3OD, 300 MHz) δ9... Yields the product COC1=NC=C(C=C1CCC(=O)C1=CC(=C(C=C1)Cl)Cl)S(=O)(=O)C (3-[2-methoxy-5-(methylsulfonyl)-3-pyridinyl]-1-(3,4-dichlorophenyl)propan-1-one). Procedure details: A mixture of 2.7 g of 3-bromo-2-methoxy-5-(methylsulfonyl)pyridine, 3.1 g of α-ethenyl-3,4-dichlorobenzenemethanol, 1.3 g of sodium bicarbonate, 10 ml of dimethylformamide and 0.11 g of palladium diacetate was stirred under nitrogen and heated to 120° C. After 6 hours, thin layer chromatography showed no unreacted bromopyridine starting material. The mixture was then cooled, diluted with ethyl acetate and filtered through Celite. The ethyl acetate solution was washed with water and then twice wi... Reaction conditions: temperature 120 celsius, time 6 hour. The reagents and catalysts are C(C)(=O)[O-].C(C)(=O)[O-].[Pd+2] (palladium diacetate). Run in C(C)(=O)OCC (ethyl acetate), CN(C=O)C (dimethylformamide). Reactants: BrC1=NC=CC=C1 (bromopyridine), BrC=1C(=NC=C(C1)S(=O)(=O)C)OC (3-bromo-2-methoxy-5-(methylsulfonyl)pyridine), C(=C)C(O)C1=CC(=C(C=C1)Cl)Cl (α-ethenyl-3,4-dichlorobenzenemethanol), C([O-])(O)=O.[Na+] (sodium bicarbonate). RXN SMILES: Br[C:2]1[C:3]([O:12][CH3:13])=[N:4][CH:5]=[C:6]([S:8]([CH3:11])(=[O:10])=[O:9])[CH:7]=1.[CH:14]([CH:16]([C:18]1[CH:23]=[CH:22][C:21]([Cl:24])=[C:20]([Cl:25])[CH:19]=1)[OH:17])=[CH2:15].C(=O)(O)[O-].[Na+].BrC1C=CC=CN=1>C(OCC)(=O)C.C([O-])(=O)C.C([O-])(=O)C.[Pd+2].CN(C)C=O>[CH3:13][O:12][C:3]1[C:2]([CH2:15][CH2:14][C:16]([C:18]2[CH:23]=[CH:22][C:21]([Cl:24])=[C:20]([Cl:25])[CH:19]=2)=[O:17])=[CH:7][C:6]([S:8]([CH3:11])(=[O:10])=[O:9])=[CH:5][N:4]=1 |f:2.3,6.7.8|. The reactants are CC=1OC(=CC1N1CCCC1)C (2,5-dimethyl-3-[1-pyrrolidinyl]furan), [OH-].[Na+] (NaOH), ice, C(C)(=O)C1=C(OC(=C1)C)C (3-acetyl-2,5-dimethylfuran), N1CCCC1 (pyrrolidine), CC1=NC(=C(C(=N1)Cl)[N+](=O)[O-])Cl (2-methyl-4,6-dichloro-5-nitropyrimidine), C(C)(C)N(C(C)C)CC (N,N-diisopropyl ethylamine), N1CCCCC1 (piperidine), Cl[Sn]Cl (SnCl2). Reagents/catalysts: Cl[Ti](Cl)(Cl)Cl (TiCl4). Run in CN(C)C=O (DMF), CCN(CC)CC (NEt3). Yields the product CC=1OC(=CC1C1=NC=2C(NC(=NC2)C2CC(NCC2)C)=C1)C (2,5-dimethyl-3-(2-methyl-4-piperidylpyrrolo[4,5-d]pyrimidin-6-yl)furan). Isolated yield 13.0%. Reaction SMILES: C[C:2]1OC(C)=[CH:5][C:6]=1[N:7]1CC[CH2:9][CH2:8]1.[C:13]([C:16]1[CH:20]=[C:19]([CH3:21])[O:18][C:17]=1[CH3:22])(=O)[CH3:14].N1CCCC1.[CH3:28][C:29]1[N:34]=[C:33](Cl)[C:32]([N+:36]([O-])=O)=[C:31](Cl)[N:30]=1.C(N(CC)C(C)C)(C)C.N1CCCCC1.Cl[Sn]Cl.[OH-].[Na+]>CN(C=O)C.Cl[Ti](Cl)(Cl)Cl.CCN(CC)CC>[CH3:22][C:17]1[O:18][C:19]([CH3:21])=[CH:20][C:16]=1[C:13]1[CH:14]=[C:31]2[NH:30][C:29]([CH:28]3[CH2:9][CH2:8][NH:7][CH:6]([CH3:5])[CH2:2]3)=[N:34][CH:33]=[C:32]2[N:36]=1 |f:7.8|. Reported procedure: Using the method described in Example 30 by employing 2,5-dimethyl-3-[1-pyrrolidinyl]furan (freshly prepared before use from 3-acetyl-2,5-dimethylfuran (Aldrich Chemical Company), pyrrolidine and TiCl4 (4.88 g, 25.5 mmol), 2-methyl-4,6-dichloro-5-nitropyrimidine (Example 76(b)) (5.30 g, 25.5 mmol), N,N-diisopropyl ethylamine (4.5 mL, 25.5 mmol), piperidine (4.0 mL, 40.8 mmol), NEt3 (4.0 mL) and SnCl2 (77 mL of a 2 M soln in DMF). Note because of the increase in scale, the workup involved NaOH (1... Starting materials: O=C([O-])[O-], CCOC(=O)C=C1CCCCC1, CS(C)=O, Cl, [K+], [K+], C[N+](=O)[O-], O. Product: CCOC(=O)CC1(C[N+](=O)[O-])CCCCC1. As a reaction SMILES: [C:1](=[O:2])([O-:3])[O-:4].[C:7]1(=[CH:13][C:14](=[O:15])[O:16][CH2:17][CH3:18])[CH2:8][CH2:9][CH2:10][CH2:11][CH2:12]1.[CH3:24][S:25](=[O:26])[CH3:27].[ClH:23].[K+:5].[K+:6].[N+:19](=[O:20])([O-:21])[CH3:22].[OH2:28]>>[C:7]1([CH2:13][C:14](=[O:15])[O:16][CH2:17][CH3:18])([CH2:22][N+:19](=[O:20])[O-:21])[CH2:8][CH2:9][CH2:10][CH2:11][CH2:12]1. The reactants are OCc1cccc(-c2cccc(Br)c2)c1, BrBr, ClCCl, c1ccc(P(c2ccccc2)c2ccccc2)cc1, c1c[nH]cn1. Product: BrCc1cccc(-c2cccc(Br)c2)c1. Reaction SMILES: [Br:1][c:2]1[cH:3][c:4](-[c:8]2[cH:9][c:10]([CH2:14][OH:15])[cH:11][cH:12][cH:13]2)[cH:5][cH:6][cH:7]1.[Br:35][Br:36].[Cl:42][CH2:43][Cl:44].[c:16]1([P:17]([c:18]2[cH:19][cH:20][cH:21][cH:22][cH:23]2)[c:24]2[cH:25][cH:26][cH:27][cH:28][cH:29]2)[cH:30][cH:31][cH:32][cH:33][cH:34]1.[nH:37]1[cH:38][cH:39][n:40][cH:41]1>>[Br:1][c:2]1[cH:3][c:4](-[c:8]2[cH:9][c:10]([CH2:14][Br:35])[cH:11][cH:12][cH:13]2)[cH:5][cH:6][cH:7]1. Starting materials: Cl (HCl), CC1(NC(CCC1)(C)C)C (2,2,6,6-tetramethylpiperidine), C(CCC)[Li] (butyllithium), ClC1=NC=CN=C1 (2-chloropyrazine), N12CC(C(CC1)CC2)=O (3-quinuclidinone). Solvent: C(C)O (ethanol), C1CCOC1 (THF), CCCCCC (hexane), C1CCOC1 (THF), C1CCOC1 (THF). Reaction conditions: temperature -77 celsius, time 20 minute. Yields the product ClC=1C(=NC=CN1)C1(CN2CCC1CC2)O (3-(3-Chloropyrazinyl)-1-azabicyclo[2.2.2]octan-3-ol). The yield is 84.8%. Reaction SMILES: CC1(C)CCCC(C)(C)N1.C([Li])CCC.[Cl:16][C:17]1[CH:22]=[N:21][CH:20]=[CH:19][N:18]=1.[N:23]12[CH2:30][CH2:29][CH:26]([CH2:27][CH2:28]1)[C:25](=[O:31])[CH2:24]2.Cl>C1COCC1.CCCCCC.C(O)C>[Cl:16][C:17]1[C:22]([C:25]2([OH:31])[CH:26]3[CH2:29][CH2:30][N:23]([CH2:28][CH2:27]3)[CH2:24]2)=[N:21][CH:20]=[CH:19][N:18]=1. Procedure: A solution of 7.2 ml 2,2,6,6-tetramethylpiperidine (0.034 mol) in 300 ml of dry THF was cooled to -8° C. as 25 ml of 1.6 M butyllithium (0.04 mol) in hexane was added dropwise. The reaction was stirred 20 min then cooled to -77° C. A solution of 2.9 ml of 2-chloropyrazine (0.031 mol) in 5 ml of THF was added to the reaction dropwise. After 15 min, 4.4 g of 3-quinuclidinone (0.0352 mol) in 5 ml of THF was added dropwise and the reaction stirred another 1.5 h. A solution of 8 ml of concentrated HC... Reactants: 172C, CC1(OC[C@H](O1)CCOS(=O)(=O)C)C (methanesulfonic acid 2-((R)-2,2-dimethyl-[1,3]dioxolan-4-yl)-ethyl ester), ClC=1C=C(C=CC1F)/C=C/C(=O)N1CCNC(CC1)=O (1-[(E)-3-(3-Chloro-4-fluoro-phenyl)-acryloyl]-[1,4]diazepan-5-one), ClC=1C=C(C=CC1F)/C=C/C(=O)N1CCNC(CC1)=O (1-[(E)-3-(3-Chloro-4-fluoro-phenyl)-acryloyl]-[1,4]diazepan-5-one). Product: ClC=1C=C(C=CC1F)/C=C/C(=O)N1CCN(C(CC1)=O)CC[C@H]1OC1 (1-[(E)-3-(3-Chloro-4-fluoro-phenyl)-acryloyl]-4-((R)-2-oxiranyl-ethyl)-[1,4]diazepan-5-one). As a reaction SMILES: [Cl:1][C:2]1[CH:3]=[C:4](/[CH:9]=[CH:10]/[C:11]([N:13]2[CH2:19][CH2:18][C:17](=[O:20])[NH:16][CH2:15][CH2:14]2)=[O:12])[CH:5]=[CH:6][C:7]=1[F:8].C[C:22]1(C)[O:26][C@H:25]([CH2:27][CH2:28]OS(C)(=O)=O)CO1>>[Cl:1][C:2]1[CH:3]=[C:4](/[CH:9]=[CH:10]/[C:11]([N:13]2[CH2:19][CH2:18][C:17](=[O:20])[N:16]([CH2:28][CH2:27][C@@H:25]3[CH2:22][O:26]3)[CH2:15][CH2:14]2)=[O:12])[CH:5]=[CH:6][C:7]=1[F:8]. Procedure details: In analogy to the procedure described for example 172A to 172C, 1-[(E)-3-(3-Chloro-4-fluoro-phenyl)-acryloyl]-[1,4]diazepan-5-one (intermediate 54) and methanesulfonic acid 2-((R)-2,2-dimethyl-[1,3]dioxolan-4-yl)-ethyl ester gave the title compound as pink oil. MS: 367.0 (MH+, 1Cl).